Dataset: the Open Reaction Database (ORD), a public repository of structured organic reaction records. Task: describe an organic reaction: reactants, conditions, products, and yield The reactants are C1N(CC2C1CNC2)C2=NC1=CC=CC=C1N=C2 (2-(Hexahydro-pyrrolo[3,4-c]pyrrol-2-yl)-quinoxaline), S1C(=CC=C1)C1=C(C(=O)O)C=CC=C1 (2-thiophen-2-yl-benzoic acid). Yields the product S1C(=CC=C1)C1=C(C=CC=C1)C(=O)N1CC2C(C1)CN(C2)C2=NC1=CC=CC=C1N=C2 (2-{5-[(2-Thiophen-2-ylphenyl)carbonyl]hexahydropyrrolo[3,4-c]pyrrol-2(1H)-yl}quinoxaline). Reaction SMILES: [CH2:1]1[CH:5]2[CH2:6][NH:7][CH2:8][CH:4]2[CH2:3][N:2]1[C:9]1[CH:18]=[N:17][C:16]2[C:11](=[CH:12][CH:13]=[CH:14][CH:15]=2)[N:10]=1.[S:19]1[CH:23]=[CH:22][CH:21]=[C:20]1[C:24]1[CH:32]=[CH:31][CH:30]=[CH:29][C:25]=1[C:26](O)=[O:27]>>[S:19]1[CH:23]=[CH:22][CH:21]=[C:20]1[C:24]1[CH:32]=[CH:31][CH:30]=[CH:29][C:25]=1[C:26]([N:7]1[CH2:6][CH:5]2[CH2:1][N:2]([C:9]3[CH:18]=[N:17][C:16]4[C:11](=[CH:12][CH:13]=[CH:14][CH:15]=4)[N:10]=3)[CH2:3][CH:4]2[CH2:8]1)=[O:27]. Reported procedure: The title compound was prepared in a manner analogous to Example 15 utilizing Intermediate 35 and 2-thiophen-2-yl-benzoic acid. MS (ESI) mass calcd. for C25H22N4OS, 426.54; m/z found, 427.2 [M+H]+. The reactants are S(=O)(=O)(OC)F (Methyl fluorosulfate), FC([C-](C(C(C(F)(F)F)(F)F)(F)F)C(F)(F)F)(F)F.CN(C)[S+](N(C)C)N(C)C (tris(dimethylamino)sulfonium 1,1,1,3,3,4,4,5,5,5-decafluoro-2-(trifluoromethyl)-2-pentanide), tris(dimethylamino)sulfonium difluorotrimethylsilicate, FC(C(=C(C(C(F)(F)F)(F)F)F)C(F)(F)F)(F)F (1,1,1,3,4,4,5,5,5-nonafluoro-2-trifluoromethyl-2-pentene). The solvent is C(C1=CC=CC=C1)#N (benzonitrile). Product: FC(C(C)(C(F)(F)F)C(F)(F)F)(C(C(F)(F)F)(F)F)F (3,3,4,4,5,5,5-heptafluoro-2,2-bis(trifluoromethyl)pentane). Yield: 60.0%. RXN SMILES: S(F)(OC)(=O)=O.[F:7][C:8]([F:25])([F:24])[C-:9]([C:20]([F:23])([F:22])[F:21])[C:10]([F:19])([F:18])[C:11]([F:17])([F:16])[C:12]([F:15])([F:14])[F:13].[CH3:26]N([S+](N(C)C)N(C)C)C.FC(F)(F)C(C(F)(F)F)=C(F)C(F)(F)C(F)(F)F>C(#N)C1C=CC=CC=1>[F:18][C:10]([F:19])([C:11]([F:17])([F:16])[C:12]([F:15])([F:14])[F:13])[C:9]([C:20]([F:21])([F:22])[F:23])([C:8]([F:24])([F:25])[F:7])[CH3:26] |f:1.2|. Reported procedure: Methyl fluorosulfate (7.6 g, 0.0665 mol) was added dropwise at 0° to a stirred solution of tris(dimethylamino)sulfonium 1,1,1,3,3,4,4,5,5,5-decafluoro-2-(trifluoromethyl)-2-pentanide, prepared by dissolving 20.2 g (0.073 mol) of tris(dimethylamino)sulfonium difluorotrimethylsilicate and 20.0 g (0.0665 mol) of 1,1,1,3,4,4,5,5,5-nonafluoro-2-trifluoromethyl-2-pentene in 75 mL of benzonitrile. The reaction mixture was warmed at 25°, and the most volatile portion of the reaction mixture was distille... Reactants: [H-].[Al+3].[Li+].[H-].[H-].[H-] (lithium aluminum hydride), COC1=C(CNC=2C3=CC=CC=C3N=C3CCCC(C23)=O)C=CC=C1 (3,4-Dihydro-9-(2-methoxybenzylamino)acridin-1(2H)-one), [H-].[Al+3].[Li+].[H-].[H-].[H-] (lithium aluminum hydride). The solvent is C1CCOC1 (THF), ice water, C1CCOC1 (THF). Product: COC1=C(CNC=2C3=CC=CC=C3N=C3CCCC(C23)O)C=CC=C1 (9-(2-Methoxybenzylamino)-1,2,3,4-tetrahydroacridin-1ol). Yield: 73.3%. As a reaction SMILES: [CH3:1][O:2][C:3]1[CH:25]=[CH:24][CH:23]=[CH:22][C:4]=1[CH2:5][NH:6][C:7]1[C:8]2[C:13]([N:14]=[C:15]3[C:20]=1[C:19](=[O:21])[CH2:18][CH2:17][CH2:16]3)=[CH:12][CH:11]=[CH:10][CH:9]=2.[H-].[Al+3].[Li+].[H-].[H-].[H-]>C1COCC1>[CH3:1][O:2][C:3]1[CH:25]=[CH:24][CH:23]=[CH:22][C:4]=1[CH2:5][NH:6][C:7]1[C:8]2[C:13]([N:14]=[C:15]3[C:20]=1[CH:19]([OH:21])[CH2:18][CH2:17][CH2:16]3)=[CH:12][CH:11]=[CH:10][CH:9]=2 |f:1.2.3.4.5.6|. Procedure: 3,4-Dihydro-9-(2-methoxybenzylamino)acridin-1(2H)-one (4.0 g) was dissolved in 100 ml of dry THF and chilled in ice-water. 1M lithium aluminum hydride in THF (6.5 ml) was added through a syringe. The reaction mixture was stirred 30 minutes in the cold and then an additional 2.0 ml of 1M lithium aluminum hydride solution was added. The reaction mixture was quenched by the sequential addition of 0.5 ml of water, 0.5 ml of 15% sodium hydroxide and 1.5 ml of water. The inorganic salts were filtered ... Starting materials: C(C=C)N1CCN(CC1)C(C#CC1=CC=CC=C1)=NC1=CC=C(C=C1)OC (3-(4-Allyl-1-piperazinyl)-3-(4-methoxyphenylimino)-1-phenyl-1-propyne), C1(=CC=CC=C1)C#C[Li] (phenylethynyllithium), C1(=CC=CC=C1)CC(=O)[O-] (phenylacetate), ClC(=NC1=CC=C(OC)C=C1)Cl (N-(dichloromethylene)-p-anisidine), C(C=C)N1CCNCC1 (1-allylpiperazine), C(\C=C/C(=O)O)(=O)O (maleic acid), ice. The solvent is O1CCCC1 (tetrahydrofuran), solution, C(CCC)[Li] (n-butyllithium), CCCCCC (hexane), C(C)#N (acetonitrile), C(Cl)Cl (methylene chloride), C(C)OCC (ethyl ether), O1CCCC1 (tetrahydrofuran), C(C)#N (acetonitrile). Conditions: temperature 20 celsius, time 30 minute. The product is C(\C=C/C(=O)O)(=O)O.C(\C=C/C(=O)O)(=O)O.C(C=C)N1CCN(CC1)C(C#CC1=CC=CC=C1)=NC1=CC=C(C=C1)OC (3-(4-allyl-1-piperazinyl)-3-(4-methoxyphenylimino)-1-phenyl-1-propyne dimaleate). RXN SMILES: [CH2:1]([N:4]1[CH2:9][CH2:8][N:7]([C:10](=[N:19][C:20]2[CH:25]=[CH:24][C:23]([O:26][CH3:27])=[CH:22][CH:21]=2)[C:11]#[C:12][C:13]2[CH:18]=[CH:17][CH:16]=[CH:15][CH:14]=2)[CH2:6][CH2:5]1)[CH:2]=[CH2:3].ClC(Cl)=NC1C=CC(OC)=CC=1.C(N1CCNCC1)C=C.C1(C#C[Li])C=CC=CC=1.C1(CC([O-])=O)C=CC=CC=1.[C:68]([OH:75])(=[O:74])/[CH:69]=[CH:70]\[C:71]([OH:73])=[O:72]>C(OCC)C.O1CCCC1.C([Li])CCC.CCCCCC.C(Cl)Cl.C(#N)C>[C:68]([OH:75])(=[O:74])/[CH:69]=[CH:70]\[C:71]([OH:73])=[O:72].[C:68]([OH:75])(=[O:74])/[CH:69]=[CH:70]\[C:71]([OH:73])=[O:72].[CH2:1]([N:4]1[CH2:9][CH2:8][N:7]([C:10](=[N:19][C:20]2[CH:25]=[CH:24][C:23]([O:26][CH3:27])=[CH:22][CH:21]=2)[C:11]#[C:12][C:13]2[CH:18]=[CH:17][CH:16]=[CH:15][CH:14]=2)[CH2:6][CH2:5]1)[CH:2]=[CH2:3] |f:12.13.14|. Procedure details: 3-(4-Allyl-1-piperazinyl)-3-(4-methoxyphenylimino)-1-phenyl-1-propyne can be prepared in the following manner: to a solution of N-(dichloromethylene)-p-anisidine (59 g) in ethyl ether (600 cc), a solution of 1-allylpiperazine (72 g) in tetrahydrofuran (450 cc) is added at a temperature of about 20° C. and in the course of 20 minutes, and stirring is continued for a further 30 minutes at a temperature of about 20° C. The precipitate which is formed is separated by filtration. The solution thereby... The reactants are O=Cc1ccc2c(c1)OCO2, C(=Nc1ccc(Oc2ccccc2)cc1)c1ccc2c(c1)OCO2, c1ccccc1. Yields the product c1ccc(Oc2ccc(NCc3ccc4c(c3)OCO4)cc2)cc1. Reaction SMILES: [CH2:25]1[O:26][c:27]2[cH:28][cH:29][c:30]([CH:31]=[O:32])[cH:33][c:34]2[O:35]1.[O:1]([c:2]1[cH:3][cH:4][cH:5][cH:6][cH:7]1)[c:8]1[cH:9][cH:10][c:11]([N:12]=[CH:13][c:14]2[cH:15][c:16]3[c:17]([cH:18][cH:19]2)[O:20][CH2:21][O:22]3)[cH:23][cH:24]1.[cH:36]1[cH:37][cH:38][cH:39][cH:40][cH:41]1>>[O:1]([c:2]1[cH:3][cH:4][cH:5][cH:6][cH:7]1)[c:8]1[cH:9][cH:10][c:11]([NH:12][CH2:13][c:14]2[cH:15][c:16]3[c:17]([cH:18][cH:19]2)[O:20][CH2:21][O:22]3)[cH:23][cH:24]1.